This data is from the Open Reaction Database (ORD), a public repository of structured organic reaction records. The task is: describe an organic reaction: reactants, conditions, products, and yield The reactants are C=O (paraformaldehyde), ClC1=CC=C(C=C1)CC(C(=O)OC)NC(=O)OCC (methyl 3-(4-chlorophenyl)-2-(ethoxycarbonylamino)propanoate), ice. Run in C(C)(=O)O (acetic acid), S(O)(O)(=O)=O (sulfuric acid), O (water). Conditions: time 8 hour. Yields the product ClC1=CC=C2CC(N(CC2=C1)C(=O)OCC)C(=O)OC (2-ethyl 3-methyl 7-chloro-3,4-dihydroisoquinoline-2,3(1H)-dicarboxylate). The yield is 59.3%. Reaction SMILES: [Cl:1][C:2]1[CH:7]=[CH:6][C:5]([CH2:8][CH:9]([NH:14][C:15]([O:17][CH2:18][CH3:19])=[O:16])[C:10]([O:12][CH3:13])=[O:11])=[CH:4][CH:3]=1.[CH2:20]=O>C(O)(=O)C.S(=O)(=O)(O)O.O>[Cl:1][C:2]1[CH:3]=[C:4]2[C:5]([CH2:8][CH:9]([C:10]([O:12][CH3:13])=[O:11])[N:14]([C:15]([O:17][CH2:18][CH3:19])=[O:16])[CH2:20]2)=[CH:6][CH:7]=1. Procedure details: A mixture of methyl 3-(4-chlorophenyl)-2-(ethoxycarbonylamino)propanoate (3.55 g, 12.4 mmol) in acetic acid (12 mL) and sulfuric acid (4 mL) was treated with paraformaldehyde (0.392 g, 13.0 mmol). After stirring at room temperature overnight, the mixture was added to ice (50-60 g), diluted with water (30 mL) and extracted with ethyl acetate (3×˜50 mL). The combined organic phase was washed with saturated aqueous sodium chloride (25 mL), dried over MgSO4 and concentrated. Purification by silica g... Reactants: Cl.FC1=C(C=CC=C1)NN (2-fluorophenylhydrazine hydrochloride), CC(C(CC#N)=O)(C)C (4,4-dimethyl-3-oxopentanenitrile). Yields the product C(C)(C)(C)C1=NN(C(=C1)N)C1=C(C=CC=C1)F (3-tert-butyl-1-(2-fluorophenyl)-1H-pyrazol-5-amine). Yield: 66.0%. As a reaction SMILES: Cl.[F:2][C:3]1[CH:8]=[CH:7][CH:6]=[CH:5][C:4]=1[NH:9][NH2:10].[CH3:11][C:12]([CH3:19])([CH3:18])[C:13](=O)[CH2:14][C:15]#[N:16]>>[C:12]([C:13]1[CH:14]=[C:15]([NH2:16])[N:9]([C:4]2[CH:5]=[CH:6][CH:7]=[CH:8][C:3]=2[F:2])[N:10]=1)([CH3:19])([CH3:18])[CH3:11] |f:0.1|. Reported procedure: using the procedure in Example 161A Step 3, 2-fluorophenylhydrazine hydrochloride (1.30 g, 8.0 mmol) and 4,4-dimethyl-3-oxopentanenitrile (1.0 g, 8.0 mmol) were reacted to give 3-tert-butyl-1-(2-fluorophenyl)-1H-pyrazol-5-amine (1.23 g, 5.28 mmol, 66%). 1H NMR (300 MHz, DMSO-d6) δ 7.46-7.29 (m, 4H), 5.31 (s, 1H), 5.05 (br s, 2H), 1.20 (s, 9H); LC-MS (ESI) m/z 234 (M+H)+.